This data is from the Open Reaction Database (ORD), a public repository of structured organic reaction records. The task is: describe an organic reaction: reactants, conditions, products, and yield Starting materials: ClC1=CC=C(C=C1)B(O)O (4-chlorophenylboronic acid), C(C)(=O)O[C@H]1[C@H](OC=2C=NC=C(C2)Br)SC[C@H]([C@@H]1OC(C)=O)OC(C)=O (5-bromo-3-pyridinyl 2,3,4-tri-O-acetyl-5-thio-β-D-xylopyranoside). The product is O([C@H]1[C@H](O)[C@@H](O)[C@H](O)CS1)C=1C=NC=C(C1)C1=CC=C(C=C1)Cl (5-(4-chlorophenyl)-3-pyridinyl 5-thio-β-D-xylopyranoside), crystals. Yield: 74.0%. As a reaction SMILES: [Cl:1][C:2]1[CH:7]=[CH:6][C:5](B(O)O)=[CH:4][CH:3]=1.C([O:14][C@@H:15]1[C@@H:28]([O:29]C(=O)C)[C@H:27]([O:33]C(=O)C)[CH2:26][S:25][C@H:16]1[O:17][C:18]1[CH:19]=[N:20][CH:21]=[C:22](Br)[CH:23]=1)(=O)C>>[O:17]([C:18]1[CH:19]=[N:20][CH:21]=[C:22]([C:5]2[CH:6]=[CH:7][C:2]([Cl:1])=[CH:3][CH:4]=2)[CH:23]=1)[C@@H:16]1[S:25][CH2:26][C@@H:27]([OH:33])[C@H:28]([OH:29])[C@H:15]1[OH:14]. Procedure: By following a procedure analogous to Example 122 starting from 4-chlorophenylboronic acid and 5-bromo-3-pyridinyl 2,3,4-tri-O-acetyl-5-thio-β-D-xylopyranoside, 5-(4-chlorophenyl)-3-pyridinyl 5-thio-β-D-xylopyranoside is obtained in the form of off-white crystals (yield=74%). As a reaction SMILES: [F:1][C:2]1[CH:11]=[C:10]([C:12]2[N:17]=[C:16]3[N:18]([CH2:21][C:22]4[CH:23]=[C:24]5[C:29](=[CH:30][CH:31]=4)[N:28]=[CH:27][CH:26]=[CH:25]5)[N:19]=[N:20][C:15]3=[CH:14][CH:13]=2)[CH:9]=[CH:8][C:3]=1[C:4]([O:6]C)=[O:5].[OH-].[Li+].Cl>CO.O>[F:1][C:2]1[CH:11]=[C:10]([C:12]2[N:17]=[C:16]3[N:18]([CH2:21][C:22]4[CH:23]=[C:24]5[C:29](=[CH:30][CH:31]=4)[N:28]=[CH:27][CH:26]=[CH:25]5)[N:19]=[N:20][C:15]3=[CH:14][CH:13]=2)[CH:9]=[CH:8][C:3]=1[C:4]([OH:6])=[O:5] |f:1.2|. Yields the product FC1=C(C(=O)O)C=CC(=C1)C1=CC=C2C(=N1)N(N=N2)CC=2C=C1C=CC=NC1=CC2 (2-Fluoro-4-(3-(quinolin-6-ylmethyl)-3H-[1,2,3]triazolo[4,5-b]pyridin-5-yl)benzoic acid). Run in CO (methanol), O (water). Reactants: Cl (HCl), FC1=C(C(=O)OC)C=CC(=C1)C1=CC=C2C(=N1)N(N=N2)CC=2C=C1C=CC=NC1=CC2 (Methyl 2-fluoro-4-(3-(quinolin-6-ylmethyl)-3H-[1,2,3]triazolo[4,5-b]pyridin-5-yl)benzoate), [OH-].[Li+] (lithium hydroxide). Yield: 58.5%. Conditions: time 12 hour. Procedure: To a solution of Example 12 (0.230 g, 0.556 mmol) in methanol (3.5 ml), lithium hydroxide (0.132 g, 5.56 mmol) in water (0.9 ml) was added and stirred at RT. After 12 h, the pH was adjusted to 7-7.5 using 0.5N HCl and the solid precipitated was filtered, washed with ethyl acetate and petroleum ether and dried under vacuum to afford the title compound as pale brown solid (0.130 g, 61%). M.P.: 254-257° C. 1H-NMR (δ ppm, DMSO-d6, 400 MHz): 13.43 (s, 1H), 8.88 (dd, J=4.2, 1.7 Hz, 1H), 8.73 (d, J=8.8... Starting materials: [OH-].[Na+] (sodium hydroxide), COC=1C=C2C(=CC=NC2=CC1)CCC[C@H]1[C@H](CN(CC1)CCSC=1SC=CC1)C(=O)OC (methyl (3R,4R)-4-[3-(6-methoxyquinolin-4-yl)propyl]-1-[2-(thien-2-ylthio)ethyl]piperidine-3-carboxylate), Cl (hydrochloric acid). Solvent: O (water), CO (methanol), ClCCl.CO (dichloromethane methanol). Run at temperature 60 celsius. The product is Cl.Cl.COC=1C=C2C(=CC=NC2=CC1)CCC[C@H]1[C@H](CN(CC1)CCSC=1SC=CC1)C(=O)O ((3R,4R)-4-[3-(6-methoxyquinolin-4-yl)propyl]-1-[2-(thien-2-ylthio)ethyl]piperidine-3-carboxylic acid dihydrochloride). RXN SMILES: [OH-].[Na+].[CH3:3][O:4][C:5]1[CH:6]=[C:7]2[C:12](=[CH:13][CH:14]=1)[N:11]=[CH:10][CH:9]=[C:8]2[CH2:15][CH2:16][CH2:17][C@@H:18]1[CH2:23][CH2:22][N:21]([CH2:24][CH2:25][S:26][C:27]2[S:28][CH:29]=[CH:30][CH:31]=2)[CH2:20][C@@H:19]1[C:32]([O:34]C)=[O:33].[ClH:36]>CO.O.ClCCl.CO>[ClH:36].[ClH:36].[CH3:3][O:4][C:5]1[CH:6]=[C:7]2[C:12](=[CH:13][CH:14]=1)[N:11]=[CH:10][CH:9]=[C:8]2[CH2:15][CH2:16][CH2:17][C@@H:18]1[CH2:23][CH2:22][N:21]([CH2:24][CH2:25][S:26][C:27]2[S:28][CH:29]=[CH:30][CH:31]=2)[CH2:20][C@@H:19]1[C:32]([OH:34])=[O:33] |f:0.1,6.7,8.9.10|. Reported procedure: 0.5 cm3 of 5N aqueous sodium hydroxide was added to a stirred solution of 0.34 g of methyl (3R,4R)-4-[3-(6-methoxyquinolin-4-yl)propyl]-1-[2-(thien-2-ylthio)ethyl]piperidine-3-carboxylate in 3 cm3 of methanol and then the mixture was heated at a temperature in the region of 60° C. for 20 hours. After evaporating the solvents under reduced pressure (5 kPa) at a temperature in the region of 40° C., the residue obtained was taken up in 5 cm3 of water and then acidified by addition of 1 cm3 of 35% h...